From a dataset of the Open Reaction Database (ORD), a public repository of structured organic reaction records. describe an organic reaction: reactants, conditions, products, and yield Starting materials: C=1C=CC2=C(C1)N=NN2O (HOBt), FC1=C(C=CC=C1)C(C)=O (2′-fluoroacetophenone), Cl.NCC(=O)N1CCC(CC1)OC1=CC(=CC=C1)C(F)(F)F (2-amino-1-[4-(3-trifluoromethyl-phenoxy)-piperidin-1-yl]-ethanone hydrochloride), CCN(C(C)C)C(C)C (DIPEA), FC1=C(C=CC=C1)C1=CC(=NO1)C(=O)O (5-(2-fluoro-phenyl)-isoxazole-3-carboxylic acid), Intermediate 25, CCN=C=NCCCN(C)C.Cl (EDCI.HCl). Solvent: O (water), CN(C)C=O (DMF). Reaction conditions: time 8 hour. The product is O=C(CNC(=O)C1=NOC(=C1)C1=C(C=CC=C1)F)N1CCC(CC1)OC1=CC(=CC=C1)C(F)(F)F (5-(2-fluoro-phenyl)-isoxazole-3-carboxylic acid {2-oxo-2-[4-(3-trifluoromethyl-phenoxy)-piperidin-1-yl]-ethyl}-amide). Yield: 22.0%. As a reaction SMILES: CCN(C(C)C)C(C)C.[F:10][C:11]1[CH:16]=[CH:15][CH:14]=[CH:13][C:12]=1[C:17]1[O:21][N:20]=[C:19]([C:22]([OH:24])=O)[CH:18]=1.FC1C=CC=CC=1C(=O)C.C1C=CC2N(O)N=NC=2C=1.CCN=C=NCCCN(C)C.Cl.Cl.[NH2:58][CH2:59][C:60]([N:62]1[CH2:67][CH2:66][CH:65]([O:68][C:69]2[CH:74]=[CH:73][CH:72]=[C:71]([C:75]([F:78])([F:77])[F:76])[CH:70]=2)[CH2:64][CH2:63]1)=[O:61]>CN(C=O)C.O>[O:61]=[C:60]([N:62]1[CH2:63][CH2:64][CH:65]([O:68][C:69]2[CH:74]=[CH:73][CH:72]=[C:71]([C:75]([F:78])([F:76])[F:77])[CH:70]=2)[CH2:66][CH2:67]1)[CH2:59][NH:58][C:22]([C:19]1[CH:18]=[C:17]([C:12]2[CH:13]=[CH:14][CH:15]=[CH:16][C:11]=2[F:10])[O:21][N:20]=1)=[O:24] |f:4.5,6.7|. Reported procedure: DIPEA (167 mg, 1.3 mmol) was added to a stirred solution of 5-(2-fluoro-phenyl)-isoxazole-3-carboxylic acid (76 mg, 0.37 mmol) in DMF (2 mL) (prepared by the method used for the synthesis of Intermediate 25, starting from 2′-fluoroacetophenone) followed by HOBt (52 mg, 0.38 mmol) and EDCI.HCl (74 mg, 0.39 mmol). After 2 minutes 2-amino-1-[4-(3-trifluoromethyl-phenoxy)-piperidin-1-yl]-ethanone hydrochloride (125 mg, 0.37 mmol) (prepared according to Step 1 and 5 of the General Scheme) was added t... Reactants: CC1CCC(=O)N1, COc1ccc2c(c1)Nc1ccccc1O2, O=P(Cl)(Cl)Cl. The product is COc1ccc2c(c1)N(C1=NC(C)CC1)c1ccccc1O2. As a reaction SMILES: [CH3:17][CH:18]1[CH2:19][CH2:20][C:21](=[O:23])[NH:22]1.[CH3:1][O:2][c:3]1[cH:4][c:5]2[c:14]([cH:15][cH:16]1)[O:13][c:12]1[c:7]([cH:8][cH:9][cH:10][cH:11]1)[NH:6]2.[P:24]([Cl:25])([Cl:26])([Cl:27])=[O:28]>>[CH3:1][O:2][c:3]1[cH:4][c:5]2[c:14]([cH:15][cH:16]1)[O:13][c:12]1[c:7]([cH:8][cH:9][cH:10][cH:11]1)[N:6]2[C:21]1=[N:22][CH:18]([CH3:17])[CH2:19][CH2:20]1. The reactants are CO, O=C(O)CCc1cccc(I)c1, [Na+], O=C([O-])O, O=S(Cl)Cl. Product: COC(=O)CCc1cccc(I)c1. RXN SMILES: [CH3:22][OH:23].[I:1][c:2]1[cH:3][c:4]([CH2:8][CH2:9][C:10](=[O:11])[OH:12])[cH:5][cH:6][cH:7]1.[Na+:17].[OH:18][C:19](=[O:20])[O-:21].[S:13]([Cl:14])([Cl:15])=[O:16]>>[I:1][c:2]1[cH:3][c:4]([CH2:8][CH2:9][C:10](=[O:11])[O:12][CH3:19])[cH:5][cH:6][cH:7]1. As a reaction SMILES: [CH2:19]([c:20]1[cH:21][cH:22][cH:23][cH:24][cH:25]1)[O:26][c:27]1[c:28]([N:38]2[CH2:39][C:40](=[O:51])[N:41]([CH2:45][CH2:46][Si:47]([CH3:48])([CH3:49])[CH3:50])[S:42]2(=[O:43])=[O:44])[cH:29][cH:30][c:31](-[c:33]2[cH:34][n:35][cH:36][s:37]2)[cH:32]1.[CH2:52]1[O:53][CH2:54][CH2:55][CH2:56]1.[CH3:2][CH2:3][CH2:4][CH2:5][N+:6]([CH2:7][CH2:8][CH2:9][CH3:10])([CH2:11][CH2:12][CH2:13][CH3:14])[CH2:15][CH2:16][CH2:17][CH3:18].[CH3:57][CH2:58][O:59][C:60]([CH3:61])=[O:62].[F-:1]>>[CH2:19]([c:20]1[cH:21][cH:22][cH:23][cH:24][cH:25]1)[O:26][c:27]1[c:28]([N:38]2[CH2:39][C:40](=[O:51])[NH:41][S:42]2(=[O:43])=[O:44])[cH:29][cH:30][c:31](-[c:33]2[cH:34][n:35][cH:36][s:37]2)[cH:32]1. Product: O=C1CN(c2ccc(-c3cncs3)cc2OCc2ccccc2)S(=O)(=O)N1. Starting materials: C[Si](C)(C)CCN1C(=O)CN(c2ccc(-c3cncs3)cc2OCc2ccccc2)S1(=O)=O, C1CCOC1, CCCC[N+](CCCC)(CCCC)CCCC, CCOC(C)=O, [F-]. Product: NC(=O)c1ccc(NCCO)c([N+](=O)[O-])c1. Reaction SMILES: [CH3:22][OH:23].[Cl:18][CH:19]([Cl:20])[Cl:21].[Cl:1][c:2]1[c:3]([N+:11](=[O:12])[O-:13])[cH:4][c:5]([C:6](=[O:7])[NH2:8])[cH:9][cH:10]1.[NH2:14][CH2:15][CH2:16][OH:17]>>[c:2]1([NH:14][CH2:15][CH2:16][OH:17])[c:3]([N+:11](=[O:12])[O-:13])[cH:4][c:5]([C:6](=[O:7])[NH2:8])[cH:9][cH:10]1. Starting materials: CO, ClC(Cl)Cl, NC(=O)c1ccc(Cl)c([N+](=O)[O-])c1, NCCO.